This data is from the Open Reaction Database (ORD), a public repository of structured organic reaction records. The task is: describe an organic reaction: reactants, conditions, products, and yield Starting materials: BrC=1C=C(C=NC1Cl)C(=O)O (5-bromo-6-chloro-3-pyridinecarboxylic acid), Cl.NC[C@@H]1[C@@H](CCCC1)O (cis-2-aminomethyl-1-cyclohexanol hydrochloride), CC1(CC1)CO (1-methyl-cyclopropanemethanol), ClC1=CC=C(C=C1)B(O)O ((4-chloro-phenyl)-boronic acid). The product is ClC1=CC=C(C=C1)C=1C(=NC=C(C(=O)NCC2C(CCCC2)O)C1)OCC1(CC1)C (racemic 5-(4-chloro-phenyl)-N-((1RS,2RS)-2-hydroxy-cyclohexylmethyl)-6-(1-methyl-cyclopropylmethoxy)-nicotinamide). RXN SMILES: Br[C:2]1[CH:3]=[C:4]([C:9]([OH:11])=O)[CH:5]=[N:6][C:7]=1Cl.[CH3:12][C:13]1([CH2:16][OH:17])[CH2:15][CH2:14]1.[Cl:18][C:19]1[CH:24]=[CH:23][C:22](B(O)O)=[CH:21][CH:20]=1.Cl.[NH2:29][CH2:30][C@H:31]1[CH2:36][CH2:35][CH2:34][CH2:33][C@H:32]1[OH:37]>>[Cl:18][C:19]1[CH:24]=[CH:23][C:22]([C:2]2[C:7]([O:17][CH2:16][C:13]3([CH3:12])[CH2:15][CH2:14]3)=[N:6][CH:5]=[C:4]([CH:3]=2)[C:9]([NH:29][CH2:30][CH:31]2[CH2:36][CH2:35][CH2:34][CH2:33][CH:32]2[OH:37])=[O:11])=[CH:21][CH:20]=1 |f:3.4|. Procedure details: The title compound was synthesized in analogy to Example 75, using 5-bromo-6-chloro-3-pyridinecarboxylic acid, 1-methyl-cyclopropanemethanol, (4-chloro-phenyl)-boronic acid and cis-2-aminomethyl-1-cyclohexanol hydrochloride as starting materials to yield racemic 5-(4-chloro-phenyl)-N-((1RS,2RS)-2-hydroxy-cyclohexylmethyl)-6-(1-methyl-cyclopropylmethoxy)-nicotinamide. MS (ISP) 429.5 (M+H)+. Procedure details: To a stirred mixture of tert-butyl 4,5-dihydro-1H-pyrazolo[3,4-c]pyridine-6(7H)-carboxylate (700 mg, 3.14 mmol) in DMF (5 mL) was added NaH (251 mg, 6.28 mmol) at 0° C. and then MeI (669, 4.71 mmol). The mixture was then stirred at 25° C. for 4 hours after which the reaction was quenched by addition of water (50 mL) and extracted with ethyl acetate (3×50 mL). The combined extracts were washed with brine (20 mL), dried over anhydrous Na2SO4 and concentrated to yield a residue which was used direc... Run at temperature 25 celsius, time 4 hour. Reaction SMILES: [NH:1]1[C:5]2[CH2:6][N:7]([C:10]([O:12][C:13]([CH3:16])([CH3:15])[CH3:14])=[O:11])[CH2:8][CH2:9][C:4]=2[CH:3]=[N:2]1.[H-].[Na+].[CH3:19]I>CN(C=O)C>[CH3:19][N:1]1[C:5]2[CH2:6][N:7]([C:10]([O:12][C:13]([CH3:16])([CH3:15])[CH3:14])=[O:11])[CH2:8][CH2:9][C:4]=2[CH:3]=[N:2]1 |f:1.2|. Solvent: CN(C)C=O (DMF). Yields the product CN1N=CC2=C1CN(CC2)C(=O)OC(C)(C)C (tert-butyl 1-methyl-4,5-dihydro-1H-pyrazolo[3,4-c]pyridine-6(7H)-carboxylate). Reactants: [H-].[Na+] (NaH), N1N=CC2=C1CN(CC2)C(=O)OC(C)(C)C (tert-butyl 4,5-dihydro-1H-pyrazolo[3,4-c]pyridine-6(7H)-carboxylate), CI (MeI).